This data is from the Open Reaction Database (ORD), a public repository of structured organic reaction records. The task is: describe an organic reaction: reactants, conditions, products, and yield Starting materials: ClC=1C=C(C(=O)Cl)C=CC1Cl (3,4-dichlorobenzoyl chloride), COC=1C=C2C(=NC=NC2=CC1OC)NC=1SC2=C(N1)C=CC(=C2)N (N2-(6,7-dimethoxyquinazolin-4-yl)benzothiazole-2,6-diamine), M(35Cl2)−H. The product is ClC=1C=C(C(=O)NC2=CC3=C(N=C(S3)NC3=NC=NC4=CC(=C(C=C34)OC)OC)C=C2)C=CC1Cl (3,4-Dichloro-N-[2-(6,7-dimethoxyquinazolin-4-ylamino)benzo-thiazol-6-yl]benzamide). Reaction SMILES: [Cl:1][C:2]1[CH:3]=[C:4]([CH:8]=[CH:9][C:10]=1[Cl:11])[C:5](Cl)=[O:6].[CH3:12][O:13][C:14]1[CH:15]=[C:16]2[C:21](=[CH:22][C:23]=1[O:24][CH3:25])[N:20]=[CH:19][N:18]=[C:17]2[NH:26][C:27]1[S:28][C:29]2[CH:35]=[C:34]([NH2:36])[CH:33]=[CH:32][C:30]=2[N:31]=1>>[Cl:1][C:2]1[CH:3]=[C:4]([CH:8]=[CH:9][C:10]=1[Cl:11])[C:5]([NH:36][C:34]1[CH:33]=[CH:32][C:30]2[N:31]=[C:27]([NH:26][C:17]3[C:16]4[C:21](=[CH:22][C:23]([O:24][CH3:25])=[C:14]([O:13][CH3:12])[CH:15]=4)[N:20]=[CH:19][N:18]=3)[S:28][C:29]=2[CH:35]=1)=[O:6]. Procedure details: 3,4-Dichloro-N-[2-(6,7-dimethoxyquinazolin-4-ylamino)benzo-thiazol-6-yl]benzamide was prepared from 3,4-dichlorobenzoyl chloride (24 mg, 0.113 mmol) and N2-(6,7-dimethoxyquinazolin-4-yl)benzothiazole-2,6-diamine (40 mg, 0.113 mmol) according to GP 2 (yellowish solid, 49 mg, 92 μmol, 82%). LC/ESI-MS: m/z=526 [M(35Cl2)+H]+; m/z=524 [M(35Cl2)−H]−; Rt=3.82 min. Reactants: COC(C)CC(=O)O, Cl, Cl, Cl, NC1CCC(CCN2CCN(c3nccc4c3OCC4)CC2)CC1. The product is COC(C)CC(=O)NC1CCC(CCN2CCN(c3nccc4c3OCC4)CC2)CC1. Reaction SMILES: [CH3:28][O:29][CH:30]([CH2:31][C:32](=[O:33])[OH:34])[CH3:35].[ClH:1].[ClH:2].[ClH:3].[O:4]1[CH2:5][CH2:6][c:7]2[c:8]1[c:9]([N:13]1[CH2:14][CH2:15][N:16]([CH2:19][CH2:20][CH:21]3[CH2:22][CH2:23][CH:24]([NH2:27])[CH2:25][CH2:26]3)[CH2:17][CH2:18]1)[n:10][cH:11][cH:12]2>>[O:4]1[CH2:5][CH2:6][c:7]2[c:8]1[c:9]([N:13]1[CH2:14][CH2:15][N:16]([CH2:19][CH2:20][CH:21]3[CH2:22][CH2:23][CH:24]([NH:27][C:32]([CH2:31][CH:30]([O:29][CH3:28])[CH3:35])=[O:33])[CH2:25][CH2:26]3)[CH2:17][CH2:18]1)[n:10][cH:11][cH:12]2. Reactants: O.O.O.O.O.O.C(C=1C(C(=O)[O-])=CC=CC1)(=O)O[O-].[Mg+2] (Magnesium monoperoxyphathalate hexahydrate), FC=1C=C(C=CC1SC)C1=C(SC=C1C1=CC=CC=C1)C(=O)OC (methyl 3-[3-fluoro-4-(methylthio)phenyl]-4-phenyl-2-thiophenecarboxylate), O.O.O.O.O.O.C(C=1C(C(=O)[O-])=CC=CC1)(=O)O[O-].[Mg+2] (MMPP). The solvent is CO (methanol), ClCCl (dichloromethane). Conditions: time 1 hour. Yields the product FC=1C=C(C=CC1S(=O)C)C1=C(SC=C1C1=CC=CC=C1)C(=O)OC (Methyl 3-[3-fluoro-4-(methylsulfinyl)phenyl]-4-phenyl-2-thiophenecarboxylate). Yield: 81.0%. RXN SMILES: [F:1][C:2]1[CH:3]=[C:4]([C:10]2[C:14]([C:15]3[CH:20]=[CH:19][CH:18]=[CH:17][CH:16]=3)=[CH:13][S:12][C:11]=2[C:21]([O:23][CH3:24])=[O:22])[CH:5]=[CH:6][C:7]=1[S:8][CH3:9].O.O.O.O.O.O.C(O[O-])(=O)C1C(=CC=CC=1)C([O-])=[O:35].[Mg+2]>ClCCl.CO>[F:1][C:2]1[CH:3]=[C:4]([C:10]2[C:14]([C:15]3[CH:20]=[CH:19][CH:18]=[CH:17][CH:16]=3)=[CH:13][S:12][C:11]=2[C:21]([O:23][CH3:24])=[O:22])[CH:5]=[CH:6][C:7]=1[S:8]([CH3:9])=[O:35] |f:1.2.3.4.5.6.7.8|. Procedure: The methyl 3-[3-fluoro-4-(methylthio)phenyl]-4-phenyl-2-thiophenecarboxylate (5.00 g, 13.9 mmol) was dissolved in dichloromethane (100 mL) and methanol (30 mL). Magnesium monoperoxyphathalate hexahydrate (MMPP)(3.78 g of 80%, 7.6 mmol) was added in five equal portions at one minute intervals. The resulting heterogeneous solution was stirred for 1 hour. Additional MMPP (600 mg, 1.6 mmol) was added and the solution stirred for 15 min. The reaction was complete and solution extracted with saturated... Starting materials: Cl (Hydrochloric acid), ClC1=NN2C(C(=CC=C2)C#CC2=C(C=CC=C2)N)=N1 (2-(2-chloro-[1,2,4]triazolo[1,5-a]pyridin-8-ylethynyl)-phenylamine), C(C)(C)N(C(C)C)CC (N,N-diisopropylethylamine), CS(=O)(=O)Cl (methanesulfonyl chloride), Cl (hydrochloric acid), [F-].C(CCC)[N+](CCCC)(CCCC)CCCC (tetra-n-butylammonium fluoride), O1CCCC1 (tetrahydrofuran). The solvent is ClCCCl (1,2-dichloroethane). Reaction conditions: temperature 5 celsius, time 1 hour. Yields the product ClC1=NN2C(C(=CC=C2)C#CC2=C(C=CC=C2)NS(=O)(=O)C)=N1 (N-[2-(2-Chloro-[1,2,4]triazolo[1,5-a]pyridin-8-ylethynyl)-phenyl]-methanesulfonamide), solid. Yield: 83.0%. As a reaction SMILES: [Cl:1][C:2]1[N:19]=[C:5]2[C:6]([C:10]#[C:11][C:12]3[CH:17]=[CH:16][CH:15]=[CH:14][C:13]=3[NH2:18])=[CH:7][CH:8]=[CH:9][N:4]2[N:3]=1.C(N(CC)C(C)C)(C)C.[CH3:29][S:30](Cl)(=[O:32])=[O:31].Cl.[F-].C([N+](CCCC)(CCCC)CCCC)CCC.O1CCCC1>ClCCCl>[Cl:1][C:2]1[N:19]=[C:5]2[C:6]([C:10]#[C:11][C:12]3[CH:17]=[CH:16][CH:15]=[CH:14][C:13]=3[NH:18][S:30]([CH3:29])(=[O:32])=[O:31])=[CH:7][CH:8]=[CH:9][N:4]2[N:3]=1 |f:4.5|. Procedure details: 189 b) To a cooled solution of 2-(2-chloro-[1,2,4]triazolo[1,5-a]pyridin-8-ylethynyl)-phenylamine (840.0 mg, 3.126 mmol) and N,N-diisopropylethylamine (2.8 mL, 16 mmol) in 1,2-dichloroethane (10 mL) in a ice/water bath at 5° C. was added dropwise methanesulfonyl chloride (0.64 mL, 8.2 mmol). The mixture was stirred 1 hour at 5° C. then at room temperature overnight. 0.1N hydrochloric acid (50 mL) was added to reaction mixture, stirred for 20 minutes then extracted with ethyl acetate (3×50 mL). T...